describe an organic reaction: reactants, conditions, products, and yield From a dataset of the Open Reaction Database (ORD), a public repository of structured organic reaction records. The reactants are C[C@H]1/C=C/C=C/CC/C=C/C=C/C=C/C=C/[C@@H](C[C@H]2[C@@H]([C@H](C[C@](O2)(C[C@H]([C@@H](CC[C@H](C[C@H](C[C@H](CC(=O)O[C@H]([C@@H]([C@@H]1O)C)C)O)O)O)O)O)O)O)C(=O)O)O[C@@H]3[C@@H]([C@@H]([C@H]([C@@H](O3)C)O)N)O (nystatin), C([C@@H]1[C@H]([C@@H]([C@H]([C@H](O1)O[C@@H]2[C@H](O[C@H]([C@@H]([C@H]2O)O)O)CO)O)O)O)O (maltose), N-glycosyl nystatin, E1. The solvent is CN(C=O)C (dimethyl formamide). Product: CNC[C@H](O)[C@@H](O)[C@H](O)[C@H](O)CO (N-methylglucamine). Yield: 427.0%. Reaction SMILES: C[C@@H]1[C@@H](O)[C@@H](C)[C@H](C)OC(=O)C[C@H](O)C[C@H](O)C[C@H](O)CC[C@@H](O)[C@H](O)C[C@@]2(O)O[C@H]([C@H](C(O)=O)[C@@H](O)C2)C[C@@H](O[C@H]2O[C@@H](C)[C@H](O)[C@@H:58]([NH2:64])[C@H]2O)C=CC=CC=CC=CCCC=CC=C1.[CH2:66](O)[C@H:67]1[O:72][C@H:71]([O:73][C@H]2[C@H](O)[C@@H](O)[C@H](O)O[C@@H]2CO)[C@H:70]([OH:85])[C@@H:69]([OH:86])[C@@H:68]1[OH:87]>CN(C)C=O>[CH3:58][NH:64][CH2:66][C@@H:67]([C@H:68]([C@@H:69]([C@@H:70]([CH2:71][OH:73])[OH:85])[OH:86])[OH:87])[OH:72]. Reported procedure: 5 g of nystatin and 3.0 g of maltose were suspended in 50 ml of dimethyl formamide and next the procedure was carried out as in Example IV. 4.5 g of N-methylglucamine salt of N-glycosyl nystatin of E1 cm1% =580 at 304 nm and IC50 =0.45 mcg/ml were obtained. Original antibiotic exhibited: E1 cm1% =790 at 304 nm and IC50 =0.18 mcg/ml.